describe an organic reaction: reactants, conditions, products, and yield From a dataset of the Open Reaction Database (ORD), a public repository of structured organic reaction records. Starting materials: COC1=C(C=CC=C1)C1=NC2=C(N1)C(=CC(=C2)C(F)(F)F)C2=CCN(CC2)C(=O)OC(C)(C)C (tert-butyl 4-(2-(2-methoxyphenyl)-5-(trifluoromethyl)-1H-benzo[d]imidazol-7-yl)-5,6-dihydropyridine-1(2H)-carboxylate), C(=O)(C(F)(F)F)O (TFA). Reaction SMILES: [CH3:1][O:2][C:3]1[CH:8]=[CH:7][CH:6]=[CH:5][C:4]=1[C:9]1[NH:13][C:12]2[C:14]([C:22]3[CH2:27][CH2:26][N:25](C(OC(C)(C)C)=O)[CH2:24][CH:23]=3)=[CH:15][C:16]([C:18]([F:21])([F:20])[F:19])=[CH:17][C:11]=2[N:10]=1.C(O)(C(F)(F)F)=O>C(Cl)Cl>[CH3:1][O:2][C:3]1[CH:8]=[CH:7][CH:6]=[CH:5][C:4]=1[C:9]1[NH:13][C:12]2[C:14]([C:22]3[CH2:27][CH2:26][NH:25][CH2:24][CH:23]=3)=[CH:15][C:16]([C:18]([F:21])([F:19])[F:20])=[CH:17][C:11]=2[N:10]=1. Solvent: C(Cl)Cl (DCM). The yield is 92.0%. Procedure details: Compound 177 (47 mg, 0.099 mmol) was stirred in a solution of DCM (0.8 mL) and TFA (0.200 mL) for 1 hour. After the usual work-up 2-(2-methoxyphenyl)-7-(1,2,3,6-tetrahydropyridin-4-yl)-5-(trifluoromethyl)-1H-benzo[d]imidazole was obtained (34 mg, 0.091 mmol, 92% yield). LRMS (ESI): (calc.) 373.4 (found) 374.1 (MH)+ The product is COC1=C(C=CC=C1)C1=NC2=C(N1)C(=CC(=C2)C(F)(F)F)C=2CCNCC2 (2-(2-methoxyphenyl)-7-(1,2,3,6-tetrahydropyridin-4-yl)-5-(trifluoromethyl)-1H-benzo[d]imidazole).